Dataset: the Open Reaction Database (ORD), a public repository of structured organic reaction records. Task: describe an organic reaction: reactants, conditions, products, and yield The reactants are C(=O)(OC(C)(C)C)N([C@@H](C)C=O)C1CCCCC1 (Boc cyclohexylalaninal), C(CCC)[Li] (n-butyl lithium), CCCCCC (hexane), C(=O)=O.CC(=O)C (dry ice acetone). The reagents and catalysts are [Br-].C[P+](C1=CC=CC=C1)(C1=CC=CC=C1)C1=CC=CC=C1 (methyltriphenyl phosphonium bromide). The solvent is O1CCCC1 (tetrahydrofuran), O (water), CCOCC.CCCCCC (ether hexane), O1CCCC1 (tetrahydrofuran). Run at temperature -78 celsius, time 10 minute. The product is C(CCC)OC(=O)NC(CC=C)C1CCCCC1 (Butyloxycarbonylamino-1-cyclohexylbut-3-ene). Reaction SMILES: C(=O)=O.[CH3:4][C:5](C)=O.[CH2:8]([Li])[CH2:9][CH2:10][CH3:11].[CH3:13][CH2:14][CH2:15][CH2:16][CH2:17][CH3:18].[C:19]([N:26](C1CCCCC1)[C@H](C=O)C)([O:21][C:22]([CH3:25])(C)C)=[O:20]>[Br-].C[P+](C1C=CC=CC=1)(C1C=CC=CC=1)C1C=CC=CC=1.O1CCCC1.CCOCC.CCCCCC.O>[CH2:22]([O:21][C:19]([NH:26][CH:15]([CH:14]1[CH2:11][CH2:10][CH2:9][CH2:8][CH2:13]1)[CH2:16][CH:17]=[CH2:18])=[O:20])[CH2:25][CH2:4][CH3:5] |f:0.1,5.6,8.9|. Procedure: To a stirred suspension of methyltriphenyl phosphonium bromide (10.97 g, 30.70 mmol) in anhydrous tetrahydrofuran (200 ml) at -78° C. (dry ice/acetone bath) under an argon atmosphere, was added n-butyl lithium (19.8 ml of a 1.55M hexane solution) dropwise over the course of 5 minutes. After 10 minutes, the -78° C. bath was replaced with a 0° C. bath for one half hour, at which time the resulting orange solution was cooled again to -78° C. The solution was then added dropwise by cannula to a stir... Reactants: NC=1C=CC2=C(C=CC3=C(S2(=O)=O)C=C(C=C3)C#N)C1 (8-amino-3-cyanodibenzo[b,f]thiepin-5,5-dioxide), Cl (hydrochloric acid), C(C)(=O)O (acetic acid). Product: Cl.NC=1C=CC2=C(C=CC3=C(S2(=O)=O)C=C(C=C3)C(=O)O)C1 (8-Aminodibenzo[b,f]thiepin-3-carboxylic Acid 5,5-dioxide Hydrochloride). Reaction SMILES: [NH2:1][C:2]1[CH:3]=[CH:4][C:5]2[S:11](=[O:13])(=[O:12])[C:10]3[CH:14]=C(C#N)[CH:16]=[CH:17][C:9]=3[CH:8]=[CH:7][C:6]=2[CH:20]=1.[ClH:21].[C:22]([OH:25])(=[O:24])[CH3:23]>>[ClH:21].[NH2:1][C:2]1[CH:3]=[CH:4][C:5]2[S:11](=[O:13])(=[O:12])[C:10]3[CH:14]=[C:23]([C:22]([OH:25])=[O:24])[CH:16]=[CH:17][C:9]=3[CH:8]=[CH:7][C:6]=2[CH:20]=1 |f:3.4|. Procedure details: 415 Mg. 8-amino-3-cyanodibenzo[b,f]thiepin-5,5-dioxide is suspended in a mixture of 15 cc. concentrated hydrochloric acid and 15 cc. acetic acid and refluxed for 24 hours. The reaction mixture is evaporated to dryness and the residue collected and dried at 100° C. at 0.5 mm./Hg. to yield 454 mg. pure product, m.p. 280° C. Reactants: COCc1cc(C(=O)OC)ccc1Br, Cc1ccccc1, CCOC(C)=O, [K+], [K+], O=C([O-])[O-], O, Cc1ccccc1B(O)O, c1ccc(P(c2ccccc2)(c2ccccc2)[Pd](P(c2ccccc2)(c2ccccc2)c2ccccc2)(P(c2ccccc2)(c2ccccc2)c2ccccc2)P(c2ccccc2)(c2ccccc2)c2ccccc2)cc1. Product: COCc1cc(C(=O)OC)ccc1-c1ccccc1C. As a reaction SMILES: [Br:1][c:2]1[c:3]([CH2:12][O:13][CH3:14])[cH:4][c:5]([C:6](=[O:7])[O:8][CH3:9])[cH:10][cH:11]1.[CH3:32][c:33]1[cH:34][cH:35][cH:36][cH:37][cH:38]1.[CH3:39][CH2:40][O:41][C:42]([CH3:43])=[O:44].[K+:25].[K+:26].[O-:27][C:28]([O-:29])=[O:30].[OH2:31].[c:15]1([CH3:24])[c:16]([B:21]([OH:22])[OH:23])[cH:17][cH:18][cH:19][cH:20]1.[cH:45]1[cH:46][cH:47][c:48]([P:49]([Pd:50]([P:51]([c:52]2[cH:53][cH:54][cH:55][cH:56][cH:57]2)([c:58]2[cH:59][cH:60][cH:61][cH:62][cH:63]2)[c:64]2[cH:65][cH:66][cH:67][cH:68][cH:69]2)([P:70]([c:71]2[cH:72][cH:73][cH:74][cH:75][cH:76]2)([c:77]2[cH:78][cH:79][cH:80][cH:81][cH:82]2)[c:83]2[cH:84][cH:85][cH:86][cH:87][cH:88]2)[P:89]([c:90]2[cH:91][cH:92][cH:93][cH:94][cH:95]2)([c:96]2[cH:97][cH:98][cH:99][cH:100][cH:101]2)[c:102]2[cH:103][cH:104][cH:105][cH:106][cH:107]2)([c:108]2[cH:109][cH:110][cH:111][cH:112][cH:113]2)[c:114]2[cH:115][cH:116][cH:117][cH:118][cH:119]2)[cH:120][cH:121]1>>[c:2]1(-[c:16]2[c:15]([CH3:24])[cH:20][cH:19][cH:18][cH:17]2)[c:3]([CH2:12][O:13][CH3:14])[cH:4][c:5]([C:6](=[O:7])[O:8][CH3:9])[cH:10][cH:11]1. The reactants are COc1ccccc1OC(c1ccccc1)C1CN(Cc2ccccc2)CCO1, CCO, Cl. Product: COc1ccccc1OC(c1ccccc1)C1CNCCO1. RXN SMILES: [CH2:1]([c:2]1[cH:3][cH:4][cH:5][cH:6][cH:7]1)[N:8]1[CH2:9][CH:10]([CH:14]([c:15]2[cH:16][cH:17][cH:18][cH:19][cH:20]2)[O:21][c:22]2[c:23]([O:28][CH3:29])[cH:24][cH:25][cH:26][cH:27]2)[O:11][CH2:12][CH2:13]1.[CH3:30][CH2:31][OH:32].[ClH:33]>>[NH:8]1[CH2:9][CH:10]([CH:14]([c:15]2[cH:16][cH:17][cH:18][cH:19][cH:20]2)[O:21][c:22]2[c:23]([O:28][CH3:29])[cH:24][cH:25][cH:26][cH:27]2)[O:11][CH2:12][CH2:13]1. The reactants are C (CH4), OC1(CC1)C(=O)O (1-hydroxycyclopropanecaboxylic acid), C1(=CC=CC=C1)S(=O)(=O)C1=CC=C(N)C=C1 (4-Phenylsulfonylaniline), S(=O)(Cl)Cl (Thionyl chloride). Run in CC(=O)N(C)C (dimethylacetamide). Run at temperature -15 celsius, time 1 hour. The product is C1(=CC=CC=C1)S(=O)(=O)C1=CC=C(C=C1)NC(=O)C1(CC1)O (N-[4-(Phenylsulfonyl)phenyl]-1-hydroxy-cyclopropylcarboxamide). RXN SMILES: [OH:1][C:2]1([C:5]([OH:7])=O)[CH2:4][CH2:3]1.S(Cl)(Cl)=O.[C:12]1([S:18]([C:21]2[CH:27]=[CH:26][C:24]([NH2:25])=[CH:23][CH:22]=2)(=[O:20])=[O:19])[CH:17]=[CH:16][CH:15]=[CH:14][CH:13]=1.C>CC(N(C)C)=O>[C:12]1([S:18]([C:21]2[CH:22]=[CH:23][C:24]([NH:25][C:5]([C:2]3([OH:1])[CH2:4][CH2:3]3)=[O:7])=[CH:26][CH:27]=2)(=[O:19])=[O:20])[CH:17]=[CH:16][CH:15]=[CH:14][CH:13]=1. Reported procedure: A solution of 1-hydroxycyclopropanecaboxylic acid (0.66 g, 6.44 mmol) in dry dimethylacetamide (10 ml) was stirred under a nitrogen atmosphere at -15° C. Thionyl chloride (0.77 g, 6.44 mmol) was added and the resulting mixture was allowed to stir at -15° C. for 1 hour. 4-Phenylsulfonylaniline (1.0 g, 4.29 mmol) was then added and the reaction mixture was stirred at -15° C. for a further 15 mins. The solution was then allowed to warm to room temperature where it was stirred overnight. The reactio...